From a dataset of the Open Reaction Database (ORD), a public repository of structured organic reaction records. describe an organic reaction: reactants, conditions, products, and yield The reactants are COC1=CC=C(C=C1)C=1SC=C(N1)CO ([2-(4-Methoxy-phenyl)-thiazol-4-yl]-methanol), P(Br)(Br)Br (PBr3), O (water). The solvent is C1(=CC=CC=C1)C (toluene). Conditions: temperature 120 celsius. Yields the product BrCC=1N=C(SC1)C1=CC=C(C=C1)OC (4-Bromomethyl-2-(4-methoxy-phenyl)-thiazole). The yield is 91.5%. RXN SMILES: [CH3:1][O:2][C:3]1[CH:8]=[CH:7][C:6]([C:9]2[S:10][CH:11]=[C:12]([CH2:14]O)[N:13]=2)=[CH:5][CH:4]=1.P(Br)(Br)[Br:17].O>C1(C)C=CC=CC=1>[Br:17][CH2:14][C:12]1[N:13]=[C:9]([C:6]2[CH:7]=[CH:8][C:3]([O:2][CH3:1])=[CH:4][CH:5]=2)[S:10][CH:11]=1. Procedure: To a solution of [2-(4-Methoxy-phenyl)-thiazol-4-yl]-methanol (0.12 g, 0.50 mmol) in 3 ml of toluene was added PBr3 (0.078 ml, 0.813 mmol) and the reaction mixture was heated at 120° C. for 20 min under nitrogen atmosphere. After the completion of the reaction mixture (TLC monitoring), water (25 mL) was added and extracted with ethyl acetate (3×50 mL). The combined organics was washed with water, brine, dried (Na2SO4), filtered and concentrated to get the desired product (0.13 g, 84%). Starting materials: COC1(C(COCC1)=O)OC (4,4-dimethoxydihydro-2H-pyran-3(4H)-one), [B] (boron), R-(+)-2-methyl-CBS-oxazaborolidine. Product: COC1([C@H](COCC1)O)OC ((S)-4,4-dimethoxytetrahydro-2H-pyran-3-ol). RXN SMILES: [CH3:1][O:2][C:3]1([O:10][CH3:11])[CH2:8][CH2:7][O:6][CH2:5][C:4]1=[O:9].[B]>>[CH3:1][O:2][C:3]1([O:10][CH3:11])[CH2:8][CH2:7][O:6][CH2:5][C@@H:4]1[OH:9]. Reported procedure: reacting 4,4-dimethoxydihydro-2H-pyran-3(4H)-one with a boron reducing agent and R-(+)-2-methyl-CBS-oxazaborolidine, over a period of at least six hours to provide the (S)-4,4-dimethoxytetrahydro-2H-pyran-3-ol in at least 60% enantiomeric excess. The reactants are [I-].[Na+] (Sodium iodide), ClCCCN1C(N(C2=C1C=CC=C2)C)=O (1-(3-chloropropyl)-3-methyl-1H-benzo[d]imidazol-2(3H)-one). The solvent is CC(=O)C (acetone). Product: ICCCN1C(N(C2=C1C=CC=C2)C)=O (1-(3-iodopropyl)-3-methyl-1H-benzo[d]imidazol-2(3H)-one). Isolated yield 100.1%. Reaction SMILES: [I-:1].[Na+].Cl[CH2:4][CH2:5][CH2:6][N:7]1[C:11]2[CH:12]=[CH:13][CH:14]=[CH:15][C:10]=2[N:9]([CH3:16])[C:8]1=[O:17]>CC(C)=O>[I:1][CH2:4][CH2:5][CH2:6][N:7]1[C:11]2[CH:12]=[CH:13][CH:14]=[CH:15][C:10]=2[N:9]([CH3:16])[C:8]1=[O:17] |f:0.1|. Procedure: Sodium iodide (3.43 g, 22.89 mmol, 2 equiv) was added to a solution of 1-(3-chloropropyl)-3-methyl-1H-benzo[d]imidazol-2(3H)-one (2.57 g, 11.44 mmol, 1 equiv) in acetone. The reaction mixture was refluxed for 16 h. After cooling to ambient temperature, it was evaporated under reduced pressure to remove all the acetone. The residue was worked up using ethyl acetate and water, followed by a wash with brine. The organic layer was dried over MgSO4, filtered and concentrated in vacuo to afford the ti... The reactants are CC(C)(C)O, CCc1ccccc1S, Cc1ccccc1, CC1(C)C(=O)NC(=O)N1CCNc1nccc(-c2ccc(I)s2)n1. The product is CCc1ccccc1Sc1ccc(-c2ccnc(NCCN3C(=O)NC(=O)C3(C)C)n2)s1. Reaction SMILES: [C:41]([OH:42])([CH3:43])([CH3:44])[CH3:45].[CH2:25]([CH3:26])[c:27]1[c:28]([SH:33])[cH:29][cH:30][cH:31][cH:32]1.[CH3:34][c:35]1[cH:36][cH:37][cH:38][cH:39][cH:40]1.[I:1][c:2]1[cH:3][cH:4][c:5](-[c:7]2[n:8][c:9]([NH:13][CH2:14][CH2:15][N:16]3[C:17](=[O:24])[NH:18][C:19](=[O:23])[C:20]3([CH3:21])[CH3:22])[n:10][cH:11][cH:12]2)[s:6]1>>[c:2]1([S:33][c:28]2[c:27]([CH2:25][CH3:26])[cH:32][cH:31][cH:30][cH:29]2)[cH:3][cH:4][c:5](-[c:7]2[n:8][c:9]([NH:13][CH2:14][CH2:15][N:16]3[C:17](=[O:24])[NH:18][C:19](=[O:23])[C:20]3([CH3:21])[CH3:22])[n:10][cH:11][cH:12]2)[s:6]1. Starting materials: NCC=1C=2N(N=C(C1)Cl)C(=C(N2)C)C(=O)C2=C(C=C(C=C2)Cl)F ((8-(aminomethyl)-6-chloro-2-methylimidazo[1,2-b]pyridazin-3-yl)(4-chloro-2-fluorophenyl)methanone), C([O-])([O-])=O.[K+].[K+] (potassium carbonate), BrCCOCCBr (2-bromoethyl ether). Run in O (water). Conditions: temperature 120 celsius. The product is ClC1=CC(=C(C=C1)C(=O)C1=C(N=C2N1N=C(C=C2CN2CCOCC2)Cl)C)F ((4-Chloro-2-fluorophenyl)(6-chloro-2-methyl-8-(morpholinomethyl)imidazo[1,2-b]pyridazin-3-yl)methanone). Isolated yield 31.0%. As a reaction SMILES: [NH2:1][CH2:2][C:3]1[C:4]2[N:5]([C:10]([C:14]([C:16]3[CH:21]=[CH:20][C:19]([Cl:22])=[CH:18][C:17]=3[F:23])=[O:15])=[C:11]([CH3:13])[N:12]=2)[N:6]=[C:7]([Cl:9])[CH:8]=1.C(=O)([O-])[O-].[K+].[K+].Br[CH2:31][CH2:32][O:33][CH2:34][CH2:35]Br>O>[Cl:22][C:19]1[CH:20]=[CH:21][C:16]([C:14]([C:10]2[N:5]3[N:6]=[C:7]([Cl:9])[CH:8]=[C:3]([CH2:2][N:1]4[CH2:35][CH2:34][O:33][CH2:32][CH2:31]4)[C:4]3=[N:12][C:11]=2[CH3:13])=[O:15])=[C:17]([F:23])[CH:18]=1 |f:1.2.3|. Reported procedure: Combine (8-(aminomethyl)-6-chloro-2-methylimidazo[1,2-b]pyridazin-3-yl)(4-chloro-2-fluorophenyl)methanone (1.15 g, 3.3 mmol), water (12 mL), potassium carbonate (495 mg, 1.1 equiv.), and 2-bromoethyl ether (0.47 mL, 1.1 equiv) in a 20 mL microwave reaction vessel. Seal with a crimp cap then heat in a microwave reactor at 120° C. for 20 min. Cool to RT and partition between EA and water. Wash EA layer with aqueous saturated sodium chloride, and dry over anhydrous magnesium sulfate. Filter and con... Reactants: crude product, CI (methyl iodide), CBr (methyl bromide), 3-benzyl-4-hydroxy-biphenyl polyglycol ether, C1(CCCCC1)C1C(N(C(NN1)=S)C)=O (6-cyclohexyl-4-methyl-5-oxo-3-thioxo-tetrahydro-1,2,4-(2H,4H)-triazine), [OH-].[Na+] (NaOH). Run in O (water). The product is C1(CCCCC1)C=1C(N(C(=NN1)SC)C)=O (6-Cyclohexyl-4-methyl-3-methylthio-1,2,4-triazin-5(4H)-one). RXN SMILES: [CH:1]1([CH:7]2[NH:12][NH:11][C:10](=[S:13])[N:9]([CH3:14])[C:8]2=[O:15])[CH2:6][CH2:5][CH2:4][CH2:3][CH2:2]1.[OH-].[Na+].[CH3:18]I.CBr>O>[CH:1]1([C:7]2[C:8](=[O:15])[N:9]([CH3:14])[C:10]([S:13][CH3:18])=[N:11][N:12]=2)[CH2:2][CH2:3][CH2:4][CH2:5][CH2:6]1 |f:1.2|. Procedure details: 30 ml of 3-benzyl-4-hydroxy-biphenyl polyglycol ether, as an emulsifier, and 5,805 g (25.8 mol) of 6-cyclohexyl-4-methyl-5-oxo-3-thioxo-tetrahydro-1,2,4-(2H,4H)-triazine were added to a solution of 1,033 g of NaOH in 52 liters of water. 3,881 g (27.3 mol) of methyl iodide were added dropwise (or 2,620 g of methyl bromide were passed in) and the mixture was subsequently stirred until the slightly exothermic reaction had ended and the pH value had reached 7-8. After filtering off the product, wash...